This data is from the Open Reaction Database (ORD), a public repository of structured organic reaction records. The task is: describe an organic reaction: reactants, conditions, products, and yield Reaction SMILES: [C:1]([O:5][C:6](=[O:26])[NH:7][CH2:8]/[CH:9]=[CH:10]/[C:11]1[C:20]2[C:15](=[CH:16][C:17]([Cl:21])=[CH:18][CH:19]=2)[C:14]2=[N:22][NH:23][C:24](=[O:25])[N:13]2[CH:12]=1)([CH3:4])([CH3:3])[CH3:2].[H][H]>CCO.[OH-].[OH-].[Pd+2]>[C:1]([O:5][C:6](=[O:26])[NH:7][CH2:8][CH2:9][CH2:10][C:11]1[C:20]2[C:15](=[CH:16][C:17]([Cl:21])=[CH:18][CH:19]=2)[C:14]2=[N:22][NH:23][C:24](=[O:25])[N:13]2[CH:12]=1)([CH3:4])([CH3:2])[CH3:3] |f:3.4.5|. Product: C(C)(C)(C)OC(NCCCC1=CN2C(C3=CC(=CC=C13)Cl)=NNC2=O)=O (tert-butyl[3-(9-chloro-3-oxo-2,3-dihydro[1,2,4]triazolo[3,4-a]isoquinolin-6-yl)propyl]carbamate). Run in CCO (EtOH). The reactants are C(C)(C)(C)OC(NC\C=C\C1=CN2C(C3=CC(=CC=C13)Cl)=NNC2=O)=O (tert-butyl[(2E)-3-(9-chloro-3-oxo-2,3-dihydro[1,2,4]triazolo[3,4-a]isoquinolin-6-yl)prop-2-en-1-yl]carbamate), [H][H] (hydrogen). The reagents and catalysts are [OH-].[OH-].[Pd+2] (Pd(OH)2/C). Procedure details: To a solution of tert-butyl[(2E)-3-(9-chloro-3-oxo-2,3-dihydro[1,2,4]triazolo[3,4-a]isoquinolin-6-yl)prop-2-en-1-yl]carbamate (3-10)(14 mg, 0.037 mmol, 1.0 equiv.) in EtOH (4 mL), was added Pd(OH)2/C (20% Pd, 1.3 mg, 0.002 mmol, 0.05 equiv.). The reaction mixture was stirred at room temperature for 1.5 hours under atmospheric pressure of hydrogen. The catalyst was then filtered off, and the filtrate was concentrated to dryness. The resulting crude product was purified with reverse phase HPLC (H2... Starting materials: NC1=C(C=C(C=C1)Br)C1=C(C=CC(=C1)Br)N (2,2'-diamino-5,5'-dibromo-biphenyl), B(=O)O[O-].[Na+] (sodium perborate). Yields the product BrC1=CC2=C(N=NC=3C=CC(=CC23)Br)C=C1 (2,9-dibromo-benzo-[c]-cinnoline). Reaction SMILES: [NH2:1][C:2]1[CH:7]=[CH:6][C:5]([Br:8])=[CH:4][C:3]=1[C:9]1[CH:14]=[C:13]([Br:15])[CH:12]=[CH:11][C:10]=1[NH2:16].B(O[O-])=O.[Na+]>>[Br:15][C:13]1[CH:12]=[CH:11][C:10]2[N:16]=[N:1][C:2]3[CH:7]=[CH:6][C:5]([Br:8])=[CH:4][C:3]=3[C:9]=2[CH:14]=1 |f:1.2|. Procedure: The 2,9-dibromo-benzo-[c]-cinnoline is prepared from the 2,2'-diamino-5,5'-dibromo-biphenyl described by Le Fevre (J. Chem. Soc. 1929, 736) according to the oxidation method with sodium perborate of J. F. Corbett, P. F. Holt (J. Chem. Soc. 1961, 3698).